Task: describe an organic reaction: reactants, conditions, products, and yield. Dataset: the Open Reaction Database (ORD), a public repository of structured organic reaction records The product is O=c1c(Cc2cccnc2)cn2c3cc(Br)ccc3c(=O)c3cc(O)cc1c32. As a reaction SMILES: [Br:1][c:2]1[cH:3][c:4]2[n:5]3[c:6]4[c:7]([cH:8][c:9]([O:17][CH3:18])[cH:10][c:11]4[c:12](=[O:16])[c:13]2[cH:14][cH:15]1)[c:19](=[O:29])[c:20]([CH2:22][c:23]1[cH:24][n:25][cH:26][cH:27][cH:28]1)[cH:21]3.[BrH:30].[CH3:31][C:32](=[O:33])[OH:34]>>[Br:1][c:2]1[cH:3][c:4]2[n:5]3[c:6]4[c:7]([cH:8][c:9]([OH:17])[cH:10][c:11]4[c:12](=[O:16])[c:13]2[cH:14][cH:15]1)[c:19](=[O:29])[c:20]([CH2:22][c:23]1[cH:24][n:25][cH:26][cH:27][cH:28]1)[cH:21]3. Reactants: COc1cc2c(=O)c(Cc3cccnc3)cn3c4cc(Br)ccc4c(=O)c(c1)c23, Br, CC(=O)O. Product: C=CCS(=O)(=O)c1ccc(C(=O)Nc2ccc(Cl)c(-c3ccccn3)c2)cc1. The reactants are C=CCS(=O)(=O)c1ccc(C(=O)O)cc1, Nc1ccc(Cl)c(-c2ccccn2)c1. RXN SMILES: [CH2:15]([CH:16]=[CH2:17])[S:18](=[O:19])(=[O:20])[c:21]1[cH:22][cH:23][c:24]([C:25](=[O:26])[OH:27])[cH:28][cH:29]1.[Cl:1][c:2]1[c:3](-[c:9]2[n:10][cH:11][cH:12][cH:13][cH:14]2)[cH:4][c:5]([NH2:6])[cH:7][cH:8]1>>[Cl:1][c:2]1[c:3](-[c:9]2[n:10][cH:11][cH:12][cH:13][cH:14]2)[cH:4][c:5]([NH:6][C:25]([c:24]2[cH:23][cH:22][c:21]([S:18]([CH2:15][CH:16]=[CH2:17])(=[O:19])=[O:20])[cH:29][cH:28]2)=[O:26])[cH:7][cH:8]1. Reaction SMILES: [CH3:1][O:2][C:3]1[CH:36]=[C:35]([O:37][CH3:38])[CH:34]=[CH:33][C:4]=1[CH2:5][N:6]1[C:14](=[O:15])[NH:13][C:12]2[C:7]1=[N:8][C:9]([C:16]1[C:24]3[C:19](=[N:20][CH:21]=[CH:22][CH:23]=3)[N:18]([CH2:25][C:26]3[CH:31]=[CH:30][CH:29]=[CH:28][C:27]=3[F:32])[N:17]=1)=[N:10][CH:11]=2.C(=O)([O-])[O-].[Cs+].[Cs+].I[CH2:46][CH2:47][N:48]1[CH2:53][CH2:52][O:51][CH2:50][CH2:49]1.O>CN(C=O)C>[CH3:1][O:2][C:3]1[CH:36]=[C:35]([O:37][CH3:38])[CH:34]=[CH:33][C:4]=1[CH2:5][N:6]1[C:14](=[O:15])[N:13]([CH2:46][CH2:47][N:48]2[CH2:53][CH2:52][O:51][CH2:50][CH2:49]2)[C:12]2[C:7]1=[N:8][C:9]([C:16]1[C:24]3[C:19](=[N:20][CH:21]=[CH:22][CH:23]=3)[N:18]([CH2:25][C:26]3[CH:31]=[CH:30][CH:29]=[CH:28][C:27]=3[F:32])[N:17]=1)=[N:10][CH:11]=2 |f:1.2.3|. Reactants: O (water), C([O-])([O-])=O.[Cs+].[Cs+] (cesium carbonate), ICCN1CCOCC1 (4-(2-iodoethyl)morpholine), COC1=C(CN2C3=NC(=NC=C3NC2=O)C2=NN(C3=NC=CC=C32)CC3=C(C=CC=C3)F)C=CC(=C1)OC (9-(2,4-Dimethoxybenzyl)-2-[1-(2-fluorobenzyl)-1H-pyrazolo[3,4-b]pyridin-3-yl]-7,9-dihydro-8H-purin-8-one). Reported procedure: 500 mg (0.980 mmol) of the compound from example 82A were dissolved in 10 ml of DMF, 414 mg (1.270 mmol) of cesium carbonate and 259 mg (1.08 mmol) of 4-(2-iodoethyl)morpholine were added and the mixture was stirred at RT for 18 h, at 40° C. for 18 h and at 100° C. for 8 h. After cooling, water was added and the mixture was extracted with ethyl acetate. The combined organic phases were dried over sodium sulfate and concentrated on a rotary evaporator. The purification was effected by means of pr... Yields the product COC1=C(CN2C3=NC(=NC=C3N(C2=O)CCN2CCOCC2)C2=NN(C3=NC=CC=C32)CC3=C(C=CC=C3)F)C=CC(=C1)OC (9-(2,4-Dimethoxybenzyl)-2-[1-(2-fluorobenzyl)-1H-pyrazolo[3,4-b]pyridin-3-yl]-7-[2-(morpholin-4-yl)ethyl]-7,9-dihydro-8H-purin-8-one). Run in CN(C)C=O (DMF). Conditions: temperature 100 celsius, time 8 hour. Reactants: [OH-].[Na+] (Sodium hydroxide), COC(=O)C=1C(=CC=C(C1)C=1SC=C(N1)C1=CC=C(C=C1)OC)C1=C(C=CC=C1)[N+](=O)[O-] (4-[4-(4-methoxy-phenyl)-thiazol-2-yl]-2′-nitro-biphenyl-2-carboxylic acid methyl ester). The solvent is O (water), O1CCOCC1 (dioxane). Reaction conditions: temperature 50 celsius, time 2 hour. The product is COC1=CC=C(C=C1)C=1N=C(SC1)C=1C=C(C(=CC1)C1=C(C=CC=C1)[N+](=O)[O-])C(=O)O (4-[4-(4-methoxy-phenyl)-thiazol-2-yl]-2′-nitro-biphenyl-2-carboxylic acid). Isolated yield 55.2%. As a reaction SMILES: [OH-].[Na+].C[O:4][C:5]([C:7]1[C:8]([C:26]2[CH:31]=[CH:30][CH:29]=[CH:28][C:27]=2[N+:32]([O-:34])=[O:33])=[CH:9][CH:10]=[C:11]([C:13]2[S:14][CH:15]=[C:16]([C:18]3[CH:23]=[CH:22][C:21]([O:24][CH3:25])=[CH:20][CH:19]=3)[N:17]=2)[CH:12]=1)=[O:6]>O.O1CCOCC1>[CH3:25][O:24][C:21]1[CH:20]=[CH:19][C:18]([C:16]2[N:17]=[C:13]([C:11]3[CH:12]=[C:7]([C:5]([OH:6])=[O:4])[C:8]([C:26]4[CH:31]=[CH:30][CH:29]=[CH:28][C:27]=4[N+:32]([O-:34])=[O:33])=[CH:9][CH:10]=3)[S:14][CH:15]=2)=[CH:23][CH:22]=1 |f:0.1|. Reported procedure: Sodium hydroxide (200 mg, 5 mmol) was added to a suspension of 4-[4-(4-methoxy-phenyl)-thiazol-2-yl]-2′-nitro-biphenyl-2-carboxylic acid methyl ester (187 mg) in a mixture of water (8 mL) and dioxane (8 mL). The reaction mixture was stirred at 50° C. for 2 h. The reaction mixture was evaporated to dryness and water (15 mL) was added. The mixture was filtered and the filtrate was made acidic to pH 3-4 by the addition of concentrated HCl. The precipitate was collected by filtration and dried to gi... The reactants are CCOC(=O)C(NC(C)=O)C(C)NCc1ccccc1, CCO, [H][H]. Product: CCOC(=O)C(NC(C)=O)C(C)N. RXN SMILES: [C:1]([CH3:2])(=[O:3])[NH:4][CH:5]([C:6](=[O:7])[O:8][CH2:9][CH3:10])[CH:11]([CH3:12])[NH:13][CH2:14][c:15]1[cH:16][cH:17][cH:18][cH:19][cH:20]1.[CH3:23][CH2:24][OH:25].[H:21][H:22]>>[C:1]([CH3:2])(=[O:3])[NH:4][CH:5]([C:6](=[O:7])[O:8][CH2:9][CH3:10])[CH:11]([CH3:12])[NH2:13]. Reactants: C(C)OC(=O)C1(CCNCC1)CCOC (4-(2-methoxy-ethyl)-piperidine-4-carboxylic acid ethyl ester), ClC1=C(C=CC=C1)S(=O)(=O)Cl (2-chlorobenzenesulfonyl chloride), C(C)N1N=C2C=CC(=CC2=C1)N (2-ethyl-2H-indazol-5-ylamine). Product: ClC1=C(C=CC=C1)S(=O)(=O)N1CCC2(CCN(C2=O)C2=CC3=CN(N=C3C=C2)CC)CC1 (8-(2-Chloro-benzenesulfonyl)-2-(2-ethyl-2H-indazol-5-yl)-2,8-diaza-spiro[4.5]decan-1-one). RXN SMILES: C(O[C:4]([C:6]1([CH2:12][CH2:13]OC)[CH2:11][CH2:10][NH:9][CH2:8][CH2:7]1)=[O:5])C.[Cl:16][C:17]1[CH:22]=[CH:21][CH:20]=[CH:19][C:18]=1[S:23](Cl)(=[O:25])=[O:24].[CH2:27]([N:29]1[CH:37]=[C:36]2[C:31]([CH:32]=[CH:33][C:34]([NH2:38])=[CH:35]2)=[N:30]1)[CH3:28]>>[Cl:16][C:17]1[CH:22]=[CH:21][CH:20]=[CH:19][C:18]=1[S:23]([N:9]1[CH2:8][CH2:7][C:6]2([C:4](=[O:5])[N:38]([C:34]3[CH:33]=[CH:32][C:31]4[C:36](=[CH:37][N:29]([CH2:27][CH3:28])[N:30]=4)[CH:35]=3)[CH2:13][CH2:12]2)[CH2:11][CH2:10]1)(=[O:25])=[O:24]. Reported procedure: Off-white crystalline solid. MS (ESI): 473.1 (MH+). This example was prepared in analogy to example 1 step C) to D) from 4-(2-methoxy-ethyl)-piperidine-4-carboxylic acid ethyl ester (example 1 step B)), 2-chlorobenzenesulfonyl chloride and 2-ethyl-2H-indazol-5-ylamine (for synthesis: Kamel et al.; Journal fuer Praktische Chemie, 31; 1966; 100). The reactants are CS(=O)(=O)C=1C=C(C=CC1)C=1C=2N(C=CC1)N=C(N2)N (8-(3-methanesulfonyl-phenyl)-[1,2,4]triazolo[1,5-a]pyridin-2-ylamine), BrC=1C=C(C=CC1)N1CCN(CC1)C (1-(3-bromo-phenyl)-4-methyl-piperazine), C1(CCCCC1)P(C1=C(C=CC=C1)C1=C(C=CC=C1)P(C1CCCCC1)C1CCCCC1)C1CCCCC1 (2,2′-bis-dicyclohexylphosphanyl-biphenyl). Yields the product CS(=O)(=O)C=1C=C(C=CC1)C=1C=2N(C=CC1)N=C(N2)NC2=CC(=CC=C2)N2CCN(CC2)C ([8-(3-Methanesulfonyl-phenyl)-[1,2,4]triazolo[1,5-a]pyridin-2-yl]-[3-(4-methyl-piperazin-1-yl)-phenyl]-amine), foam. Isolated yield 42.0%. RXN SMILES: [CH3:1][S:2]([C:5]1[CH:6]=[C:7]([C:11]2[C:12]3[N:13]([N:17]=[C:18]([NH2:20])[N:19]=3)[CH:14]=[CH:15][CH:16]=2)[CH:8]=[CH:9][CH:10]=1)(=[O:4])=[O:3].Br[C:22]1[CH:23]=[C:24]([N:28]2[CH2:33][CH2:32][N:31]([CH3:34])[CH2:30][CH2:29]2)[CH:25]=[CH:26][CH:27]=1.C1(P(C2CCCCC2)C2C=CC=CC=2C2C=CC=CC=2P(C2CCCCC2)C2CCCCC2)CCCCC1>>[CH3:1][S:2]([C:5]1[CH:6]=[C:7]([C:11]2[C:12]3[N:13]([N:17]=[C:18]([NH:20][C:22]4[CH:27]=[CH:26][CH:25]=[C:24]([N:28]5[CH2:33][CH2:32][N:31]([CH3:34])[CH2:30][CH2:29]5)[CH:23]=4)[N:19]=3)[CH:14]=[CH:15][CH:16]=2)[CH:8]=[CH:9][CH:10]=1)(=[O:3])=[O:4]. Procedure details: [8-(3-Methanesulfonyl-phenyl)-[1,2,4]triazolo[1,5-a]pyridin-2-yl]-[3-(4-methyl-piperazin-1-yl)-phenyl]-amine was prepared from 8-(3-methanesulfonyl-phenyl)-[1,2,4]triazolo[1,5-a]pyridin-2-ylamine (75.0 mg, 0.260 mmol) and 1-(3-bromo-phenyl)-4-methyl-piperazine (80.0 mg, 0.314 mmol) with 2,2′-bis-dicyclohexylphosphanyl-biphenyl (30.0 mg, 0.0549 mmol) as the ligand in a manner analogous to Step 2d and was isolated as a yellow foam (0.050 g, 42%). 1H NMR (400 MHz, CDCl3, δ, ppm): 8.59 (s, 1H), 8.49...